Task: describe an organic reaction: reactants, conditions, products, and yield. Dataset: the Open Reaction Database (ORD), a public repository of structured organic reaction records Reactants: C(C1=CC=C(N(CCO)CCO)C=C1)C1=CC=C(N(CCO)CCO)C=C1 (4,4'-methylenebis[N,N-bis(2-hydroxyethyl)aniline]), [S] (sulfur), [Cl-].[NH4+] (ammonium chloride), N (ammonia). The solvent is C(CO)O (ethylene glycol), C(C)(C)O (isopropanol), C(C)OCC (diethyl ether). Conditions: temperature 140 celsius, time 16 hour. Yields the product Cl.C(=N)(C1=CC=C(N(CCO)CCO)C=C1)C1=CC=C(N(CCO)CCO)C=C1 (4,4'-Imidocarbonylbis[N,N-bis(2-hydroxyethyl)aniline] Hydrochloride). RXN SMILES: [CH2:1]([C:15]1[CH:27]=[CH:26][C:18]([N:19]([CH2:23][CH2:24][OH:25])[CH2:20][CH2:21][OH:22])=[CH:17][CH:16]=1)[C:2]1[CH:14]=[CH:13][C:5]([N:6]([CH2:10][CH2:11][OH:12])[CH2:7][CH2:8][OH:9])=[CH:4][CH:3]=1.[S].[NH3:29].[Cl-:30].[NH4+]>C(O)(C)C.C(OCC)C.C(O)CO>[ClH:30].[C:1]([C:15]1[CH:16]=[CH:17][C:18]([N:19]([CH2:23][CH2:24][OH:25])[CH2:20][CH2:21][OH:22])=[CH:26][CH:27]=1)([C:2]1[CH:3]=[CH:4][C:5]([N:6]([CH2:10][CH2:11][OH:12])[CH2:7][CH2:8][OH:9])=[CH:13][CH:14]=1)=[NH:29] |f:3.4,8.9,^3:27|. Procedure: A mixture of 486.8 grams (1.3 moles) of 4,4'-methylenebis[N,N-bis(2-hydroxyethyl)aniline], 230 grams (7.2 moles) of sulfur and 800 grams of ethylene glycol was heated at 140° C. for 4 hours while a stream of ammonia gas was bubbled therein. To the reaction mixture was then added 170 grams (3.2 moles) of ammonium chloride and heating at 140° C. was continued for an additional 16 hours. The reaction mixture was cooled to 60° C., diluted with 3 liters of isopropanol, and added to diethyl ether to p... The reactants are N1C(=CC2=CC=CC=C12)C=1C(NN=C(C1)C=1C=NNC1)=O (4-(1H-indol-2-yl)-6-(1H-pyrazol-4-yl)-2H-pyridazin-3-one), BrN1C(CCC1=O)=O (N-bromosuccinimide). Solvent: C(OC)COC (dimethoxyethane). Run at time 3 hour. The product is BrC1=C(NC2=CC=CC=C12)C=1C(NN=C(C1)C=1C=NNC1)=O (4-(3-Bromo-1H-indol-2-yl)-6-(1H-pyrazol-4-yl)-2H-pyridazin-3-one). Reaction SMILES: [NH:1]1[C:9]2[C:4](=[CH:5][CH:6]=[CH:7][CH:8]=2)[CH:3]=[C:2]1[C:10]1[C:11](=[O:21])[NH:12][N:13]=[C:14]([C:16]2[CH:17]=[N:18][NH:19][CH:20]=2)[CH:15]=1.[Br:22]N1C(=O)CCC1=O>C(COC)OC>[Br:22][C:3]1[C:4]2[C:9](=[CH:8][CH:7]=[CH:6][CH:5]=2)[NH:1][C:2]=1[C:10]1[C:11](=[O:21])[NH:12][N:13]=[C:14]([C:16]2[CH:20]=[N:19][NH:18][CH:17]=2)[CH:15]=1. Reported procedure: 39 mg of 4-(1H-indol-2-yl)-6-(1H-pyrazol-4-yl)-2H-pyridazin-3-one is dissolved in dimethoxyethane and 28 mg of N-bromosuccinimide is added. The solution is stirred for 3 h at RT. The product is purified by preparative RP-HPLC eluting with a gradient of 0-100% acetonitrile in water (+0.01% trifluoroacetic acid). Yield 11 mg. LC-MS (ES+) 355/357 (M+H)+. Reactants: CCc1cc(CN2CC(C(=O)OC)C2)sc1-c1noc(-c2ccc(Oc3ccccc3OC)cc2)n1, CC(=O)O, CO, [Na+], C1COCCO1, [OH-], O, O=C(O)C(=O)O. The product is CCc1cc(CN2CC(C(=O)O)C2)sc1-c1noc(-c2ccc(Oc3ccccc3OC)cc2)n1. Reaction SMILES: [CH2:1]([CH3:2])[c:3]1[cH:4][c:5]([CH2:28][N:29]2[CH2:30][CH:31]([C:33](=[O:34])[O:35][CH3:36])[CH2:32]2)[s:6][c:7]1-[c:8]1[n:9][o:10][c:11](-[c:13]2[cH:14][cH:15][c:16]([O:19][c:20]3[c:21]([O:26][CH3:27])[cH:22][cH:23][cH:24][cH:25]3)[cH:17][cH:18]2)[n:12]1.[CH3:39][C:40](=[O:41])[OH:42].[CH3:55][OH:56].[Na+:38].[O:49]1[CH2:50][CH2:51][O:52][CH2:53][CH2:54]1.[OH-:37].[OH2:57].[OH:43][C:44]([C:45](=[O:46])[OH:47])=[O:48]>>[CH2:1]([CH3:2])[c:3]1[cH:4][c:5]([CH2:28][N:29]2[CH2:30][CH:31]([C:33](=[O:34])[OH:35])[CH2:32]2)[s:6][c:7]1-[c:8]1[n:9][o:10][c:11](-[c:13]2[cH:14][cH:15][c:16]([O:19][c:20]3[c:21]([O:26][CH3:27])[cH:22][cH:23][cH:24][cH:25]3)[cH:17][cH:18]2)[n:12]1.